Dataset: the Open Reaction Database (ORD), a public repository of structured organic reaction records. Task: describe an organic reaction: reactants, conditions, products, and yield Reactants: CC(O)C1CN(Cc2ccccc2)CC1c1ccc(Cl)cc1, N#Cc1ccc(Cl)nc1, [H-], [Na+], CN(C)C=O. Product: CC(Oc1ccc(C#N)cn1)C1CN(Cc2ccccc2)CC1c1ccc(Cl)cc1. Reaction SMILES: [CH2:1]([c:2]1[cH:3][cH:4][cH:5][cH:6][cH:7]1)[N:8]1[CH2:9][CH:10]([CH:20]([CH3:21])[OH:22])[CH:11]([c:13]2[cH:14][cH:15][c:16]([Cl:19])[cH:17][cH:18]2)[CH2:12]1.[Cl:25][c:26]1[n:27][cH:28][c:29]([C:30]#[N:31])[cH:32][cH:33]1.[H-:24].[Na+:23].[O:34]=[CH:35][N:36]([CH3:37])[CH3:38]>>[CH2:1]([c:2]1[cH:3][cH:4][cH:5][cH:6][cH:7]1)[N:8]1[CH2:9][CH:10]([CH:20]([CH3:21])[O:22][c:26]2[n:27][cH:28][c:29]([C:30]#[N:31])[cH:32][cH:33]2)[CH:11]([c:13]2[cH:14][cH:15][c:16]([Cl:19])[cH:17][cH:18]2)[CH2:12]1. Starting materials: O1C(=O)C=CC2=CC=CC=C12 (coumarin), C(CCCCCCCCCCCCCCCC)(=O)O (heptadecanoic acid). Yields the product C(CCCCCCCCCCCCCCCC)=O (heptadecanal). The yield is 21.0%. RXN SMILES: O1C2C(=CC=CC=2)C=CC1=O.[C:12](O)(=[O:29])[CH2:13][CH2:14][CH2:15][CH2:16][CH2:17][CH2:18][CH2:19][CH2:20][CH2:21][CH2:22][CH2:23][CH2:24][CH2:25][CH2:26][CH2:27][CH3:28]>>[CH:12](=[O:29])[CH2:13][CH2:14][CH2:15][CH2:16][CH2:17][CH2:18][CH2:19][CH2:20][CH2:21][CH2:22][CH2:23][CH2:24][CH2:25][CH2:26][CH2:27][CH3:28]. Reported procedure: After the reaction, the autoclave was cooled with ice, and the pressure was reduced; subsequently, the reaction mixture was analyzed by FT-NMR using coumarin as an internal standard. The results confirmed that heptadecanoic acid was obtained in a yield of 78%, and heptadecanal was obtained in a yield of 21%. Starting materials: C(C1=CC=CC=C1)OC(=O)NC(SC)=N (N-benzyloxycarbonyl-S-methyl isothiourea), C(C)#N (acetonitrile). The product is C(C1=CC=CC=C1)OC(=O)NC(=N)N1CCC(CC1)CCO (1-Benzyloxycarbonylamidino-4-hydroxyethyl piperidine). Yield: 41.0%. RXN SMILES: [CH2:1]([O:8][C:9]([NH:11][C:12](=[NH:15])SC)=[O:10])[C:2]1[CH:7]=[CH:6][CH:5]=[CH:4][CH:3]=1.[C:16](#[N:18])[CH3:17]>>[CH2:1]([O:8][C:9]([NH:11][C:12]([N:18]1[CH2:5][CH2:4][CH:3]([CH2:2][CH2:1][OH:8])[CH2:17][CH2:16]1)=[NH:15])=[O:10])[C:2]1[CH:7]=[CH:6][CH:5]=[CH:4][CH:3]=1. Procedure: (0.028 mol) of N-benzyloxycarbonyl-S-methyl isothiourea in 50 ml of acetonitrile was refluxed overnight. Evaporation and flash chromatography on silica gel with ethyl acetate gave 3.5 g (41%) of the title compound.